This data is from the Open Reaction Database (ORD), a public repository of structured organic reaction records. The task is: describe an organic reaction: reactants, conditions, products, and yield The reactants are C(=C)N1C=NC=C1 (1-vinylimidazole), C(CCCCCCC)Br (n-octyl bromide), CO (methanol). Run in C(C)OCC (diethyl ether). Reaction conditions: temperature 60 celsius, time 15 hour. Product: [Br-].C(=C)[N+]1=CN(C=C1)CCCCCCCC (1-vinyl-3-octyl imidazolium bromide). RXN SMILES: [CH:1]([N:3]1[CH:7]=[CH:6][N:5]=[CH:4]1)=[CH2:2].[CH2:8]([Br:16])[CH2:9][CH2:10][CH2:11][CH2:12][CH2:13][CH2:14][CH3:15].CO>C(OCC)C>[Br-:16].[CH:1]([N+:3]1[CH:7]=[CH:6][N:5]([CH2:8][CH2:9][CH2:10][CH2:11][CH2:12][CH2:13][CH2:14][CH3:15])[CH:4]=1)=[CH2:2] |f:4.5|. Procedure: (From Yuan & Antonietti, DOI: 10.1021/ma102858b.) A solution/suspension comprising 0.1 mol of 1-vinylimidazole, 0.1 mol of n-octyl bromide and 30 mL of methanol were loaded into a 100 mL reactor. The mixture was stirred at 60° C. for 15 h. After cooling the reaction mixture was added dropwise into 1 L of diethyl ether. The precipitate was filtered off and dried at room temperature to yield a yellow liquid.